This data is from the Open Reaction Database (ORD), a public repository of structured organic reaction records. The task is: describe an organic reaction: reactants, conditions, products, and yield The reactants are C(C)(=O)C1=NC(=CC(=C1)C)C (2-acetyl-4,6-dimethylpyridine), BrCC(=O)C1=NC=CC(=C1)CC (2-bromoacetyl-4-ethylpyridine). The product is BrCC(=O)C1=NC=CC(=C1C)C (2-Bromoacetyl-3,4-dimethylpyridine). RXN SMILES: [C:1](C1C=C(C)C=C(C)N=1)(=O)C.[Br:12][CH2:13][C:14]([C:16]1[CH:21]=[C:20]([CH2:22]C)[CH:19]=[CH:18][N:17]=1)=[O:15]>>[Br:12][CH2:13][C:14]([C:16]1[C:21]([CH3:1])=[C:20]([CH3:22])[CH:19]=[CH:18][N:17]=1)=[O:15]. Reported procedure: * 2-Bromoacetyl-3,4-dimethylpyridine was prepared from 2-acetyl-4,6-dimethylpyridine (Sundberg et al., J. Am. Chem. Soc., 1969, 91, 658) according to the procedure for preparing 2-bromoacetyl-4-ethylpyridine described in Example 57. Starting materials: Cc1ccc(NC(=O)CC(CC(=O)OC(C)(C)C)c2nnn(C3CC(CC(C)C)C3)c2C2CC2)c(C)c1, ClC(Cl)Cl, O=C(O)C(F)(F)F. Yields the product Cc1ccc(NC(=O)CC(CC(=O)O)c2nnn(C3CC(CC(C)C)C3)c2C2CC2)c(C)c1. Reaction SMILES: [CH:1]1([c:4]2[c:5]([CH:17]([CH2:18][C:19](=[O:20])[O:21][C:22]([CH3:23])([CH3:24])[CH3:25])[CH2:26][C:27]([NH:28][c:29]3[c:30]([CH3:36])[cH:31][c:32]([CH3:35])[cH:33][cH:34]3)=[O:37])[n:6][n:7][n:8]2[CH:9]2[CH2:10][CH:11]([CH2:13][CH:14]([CH3:15])[CH3:16])[CH2:12]2)[CH2:2][CH2:3]1.[CH:45]([Cl:46])([Cl:47])[Cl:48].[OH:38][C:39]([C:40]([F:41])([F:42])[F:43])=[O:44]>>[CH:1]1([c:4]2[c:5]([CH:17]([CH2:18][C:19](=[O:20])[OH:21])[CH2:26][C:27]([NH:28][c:29]3[c:30]([CH3:36])[cH:31][c:32]([CH3:35])[cH:33][cH:34]3)=[O:37])[n:6][n:7][n:8]2[CH:9]2[CH2:10][CH:11]([CH2:13][CH:14]([CH3:15])[CH3:16])[CH2:12]2)[CH2:2][CH2:3]1. Starting materials: Cl.C(CCCC)(OCC)=N (Ethyl pentanimidate hydrochloride), N/C(=C(/C#N)\N)/C#N (diaminomaleonitrile). The solvent is N1=CC=CC=C1 (pyridine). The product is C(CCC)C=1NC(=C(N1)C#N)C#N (2-Butyl-4,5-dicyanoimidazole). Reaction SMILES: Cl.[C:2](=[NH:10])(OCC)[CH2:3][CH2:4][CH2:5][CH3:6].[NH2:11]/[C:12](/[C:17]#[N:18])=[C:13](\N)/[C:14]#[N:15]>N1C=CC=CC=1>[CH2:3]([C:2]1[NH:10][C:13]([C:14]#[N:15])=[C:12]([C:17]#[N:18])[N:11]=1)[CH2:4][CH2:5][CH3:6] |f:0.1|. Reported procedure: Ethyl pentanimidate hydrochloride (42.66 g, 257.8 mmol, 1 eq), diaminomaleonitrile (27.90 g, 258.1 mmol, 1 eq) and pyridine (400 mL) were mixed and refluxed for 48 hours under N2. The solvent was removed by rotary evaporation.